The task is: describe an organic reaction: reactants, conditions, products, and yield. This data is from the Open Reaction Database (ORD), a public repository of structured organic reaction records. The reactants are Cl.C(C=C)C1CCCCC(N1)=N (Hexahydro-7-(2-propenyl)-1H-azepin-2-imine, monohydrochloride), Cl.C(C=C)C1CCCCC(N1)=N (hexahydro-7-(2-propenyl)-1H-azepin-2-imine, monohydrochloride), Cl (HCl), [BH4-].[Na+] (sodium borohydride), C(C)O.O (ethanol water). The solvent is C(Cl)Cl (methylene chloride), CO (methanol), O (water), C(C)(=O)O (acetic acid). Reaction conditions: temperature -78 celsius, time 10 hour. The product is Cl.N=C1CCCCC(N1)CCO (hexahydro-7-imino-1H-azepine-2-ethanol, monohydrochloride). As a reaction SMILES: [ClH:1].[CH2:2]([CH:5]1[NH:11][C:10](=[NH:12])[CH2:9][CH2:8][CH2:7][CH2:6]1)[CH:3]=C.[BH4-].[Na+].C([OH:17])C.O.Cl>C(Cl)Cl.CO.O.C(O)(=O)C>[ClH:1].[NH:12]=[C:10]1[NH:11][CH:5]([CH2:2][CH2:3][OH:17])[CH2:6][CH2:7][CH2:8][CH2:9]1 |f:0.1,2.3,4.5,11.12|. Procedure: Hexahydro-7-(2-propenyl)-1H-azepin-2-imine, monohydrochloride (the product of EXAMPLE 108) (3.0 g, 14.7 mmol) is dissolved in a mixture of methylene chloride (100 mL) and methanol (50 mL) and cooled to -78° C. Ozone is then bubbled through until a blue color is observed. The reaction is flushed with N2 to remove excess ozone. The reaction mixture is warmed to room temperature and concentrated in vacuo to a residue. The residue is dissolved in ethanol (100 mL), cooled to 0° C., and vigorously sti... The reactants are Nc1nc(N)c2ncn(C3SC(CO)C(O)C3O)c2n1, O. The product is Nc1nc2c(ncn2C2SC(CO)C(O)C2O)c(=O)[nH]1. As a reaction SMILES: [CH:1]1([n:10]2[c:11]3[n:12][c:13]([NH2:20])[n:14][c:15]([NH2:19])[c:16]3[n:17][cH:18]2)[CH:2]([OH:3])[CH:4]([OH:5])[CH:6]([CH2:8][OH:9])[S:7]1.[OH2:21]>>[CH:1]1([n:10]2[c:11]3[n:12][c:13]([NH2:20])[nH:14][c:15](=[O:21])[c:16]3[n:17][cH:18]2)[CH:2]([OH:3])[CH:4]([OH:5])[CH:6]([CH2:8][OH:9])[S:7]1.